This data is from the Open Reaction Database (ORD), a public repository of structured organic reaction records. The task is: describe an organic reaction: reactants, conditions, products, and yield Starting materials: COc1ccc2nc(NC(=O)c3ccc(Cl)cc3)nc(NC3CCCCC3NC(=O)OC(C)(C)C)c2c1, O=C([O-])O, ClCCl, [Na+], O=C(O)C(F)(F)F. Yields the product COc1ccc2nc(NC(=O)c3ccc(Cl)cc3)nc(NC3CCCCC3N)c2c1. Reaction SMILES: [C:1]([O:2][C:3](=[O:4])[NH:8][CH:9]1[CH:10]([NH:15][c:16]2[n:17][c:18]([NH:28][C:29]([c:30]3[cH:31][cH:32][c:33]([Cl:36])[cH:34][cH:35]3)=[O:37])[n:19][c:20]3[cH:21][cH:22][c:23]([O:26][CH3:27])[cH:24][c:25]23)[CH2:11][CH2:12][CH2:13][CH2:14]1)([CH3:5])([CH3:6])[CH3:7].[C:45](=[O:46])([O-:47])[OH:48].[CH2:50]([Cl:51])[Cl:52].[Na+:49].[OH:38][C:39]([C:40]([F:41])([F:42])[F:43])=[O:44]>>[NH2:8][CH:9]1[CH:10]([NH:15][c:16]2[n:17][c:18]([NH:28][C:29]([c:30]3[cH:31][cH:32][c:33]([Cl:36])[cH:34][cH:35]3)=[O:37])[n:19][c:20]3[cH:21][cH:22][c:23]([O:26][CH3:27])[cH:24][c:25]23)[CH2:11][CH2:12][CH2:13][CH2:14]1. The reactants are Cl (hydrogen chloride), C(C)O (Ethanol), ClC=1C=C(C(=C(C1)C(C#N)O[Si](C)(C)C)OC)C (2-(5-Chloro-2-methoxy-3-methylphenyl)-2-trimethylsiloxyethanenitrile), C(C)O (ethanol). Reaction conditions: temperature 0 celsius, time 1 hour. Yields the product Cl.ClC=1C=C(C(=C(C1)C(C(OCC)=N)O)OC)C (ethyl 1-(5-chloro-2-methoxy-3-methylphenyl)-1-hydroxymethanecarboximidate hydrochloride). Isolated yield 89.0%. Reaction SMILES: Cl.[Cl:2][C:3]1[CH:4]=[C:5]([CH3:19])[C:6]([O:17][CH3:18])=[C:7]([CH:9]([O:12][Si](C)(C)C)[C:10]#[N:11])[CH:8]=1.[CH2:20]([OH:22])[CH3:21]>>[ClH:2].[Cl:2][C:3]1[CH:4]=[C:5]([CH3:19])[C:6]([O:17][CH3:18])=[C:7]([CH:9]([OH:12])[C:10](=[NH:11])[O:22][CH2:20][CH3:21])[CH:8]=1 |f:3.4|. Reported procedure: Ethanol (100 ml.) was saturated with hydrogen chloride at 0° C. 2-(5-Chloro-2-methoxy-3-methylphenyl)-2-trimethylsiloxyethanenitrile (2.9 g.) in 5 ml. of ethanol was added dropwise, keeping the temperature less than 10° C. The reaction mixture was stirred at 0° C. for about 1 hour, evaporated to dryness and the residue triturated with ether to yield ethyl 1-(5-chloro-2-methoxy-3-methylphenyl)-1-hydroxymethanecarboximidate hydrochloride [2.67 g., 89%; m.p. 131°-133° C. (dec); ir (KBr) 1653; 1538,...